Dataset: the Open Reaction Database (ORD), a public repository of structured organic reaction records. Task: describe an organic reaction: reactants, conditions, products, and yield Starting materials: CC(C)(C)OC(=O)N(N(C(=O)OC(C)(C)C)C1=NC(=NC(=C1F)NC(C)C)Cl)C(=O)OC(C)(C)C (tris(1,1-dimethylethyl)2-{2-chloro-5-fluoro-6-[(1-methylethyl)amino]-4-pyrimidinyl}-1,1,2-hydrazinetricarboxylate). The solvent is CO (MeOH), Cl (HCl), O1CCOCC1 (dioxane). The product is ClC1=NC(=C(C(=N1)NC(C)C)F)NN (2-chloro-5-fluoro-6-hydrazino-N-(1-methylethyl)-4-pyrimidinamine). Reaction SMILES: CC(OC([N:8](C(OC(C)(C)C)=O)[N:9]([C:17]1[C:22]([F:23])=[C:21]([NH:24][CH:25]([CH3:27])[CH3:26])[N:20]=[C:19]([Cl:28])[N:18]=1)C(OC(C)(C)C)=O)=O)(C)C>CO.Cl.O1CCOCC1>[Cl:28][C:19]1[N:20]=[C:21]([NH:24][CH:25]([CH3:27])[CH3:26])[C:22]([F:23])=[C:17]([NH:9][NH2:8])[N:18]=1. Procedure: A solution of tris(1,1-dimethylethyl)2-{2-chloro-5-fluoro-6-[(1-methylethyl)amino]-4-pyrimidinyl}-1,1,2-hydrazinetricarboxylate (597 mg, 1.15 mmol) in MeOH (5 mL) and 4.0M HCl in dioxane (5 mL) was stirred at room temperature overnight. After filtering away the precipitate, the solvent was removed in vacuo, providing the crude 2-chloro-5-fluoro-6-hydrazino-N-(1-methylethyl)-4-pyrimidinamine, presumably as the tri-HCl salt. LCMS: (M+H)+: 219.9. Product: C(C)N1N=C(C=C1CC)C(=O)N (1,5-diethyl-1H-pyrazole-3-carboxamide). Run at time 8 hour. Procedure: A mixture of ethyl 1,5-diethyl-1H-pyrazole-3-carboxylate (29.4 g, 0.150 mol) and ammonium hydroxide (150 mL of 30%) was stirred overnight at ambient temperature. An analysis by thin layer chromatography (TLC) indicated the reaction was incomplete. The reaction was then heated for 14 hours at 125° C. in a pressure vessel, allowed to cool to ambient temperature, and cooled to 0° C. A precipitate formed, was isolated by filtration, and washed with cold hexanes to provide 8.3 g of 1,5-diethyl-1H-pyr... Reactants: C(C)N1N=C(C=C1CC)C(=O)OCC (ethyl 1,5-diethyl-1H-pyrazole-3-carboxylate), [OH-].[NH4+] (ammonium hydroxide). RXN SMILES: [CH2:1]([N:3]1[C:7]([CH2:8][CH3:9])=[CH:6][C:5]([C:10]([O:12]CC)=O)=[N:4]1)[CH3:2].[OH-].[NH4+:16]>>[CH2:1]([N:3]1[C:7]([CH2:8][CH3:9])=[CH:6][C:5]([C:10]([NH2:16])=[O:12])=[N:4]1)[CH3:2] |f:1.2|. Starting materials: NC1=NC=C(N=C1)Br (2-amino-5-bromopyrazine), C(=O)([O-])[O-].[K+].[K+] (K2CO3), C1(CCC1)C1=C(C(=C(C=C1)B(O)O)F)OC ((4-cyclobutyl-2-fluoro-3-methoxyphenyl)boronic acid), C(Cl)Cl (CH2Cl2). Reagents/catalysts: C1=CC=C(C=C1)P([C-]2C=CC=C2)C3=CC=CC=C3.C1=CC=C(C=C1)P([C-]2C=CC=C2)C3=CC=CC=C3.Cl[Pd]Cl.[Fe+2] (Pd(dppf)Cl2). Conditions: temperature 80 celsius. The product is C1(CCC1)C1=C(C(=C(C=C1)C=1N=CC(=NC1)N)F)OC (5-(4-Cyclobutyl-2-fluoro-3-methoxyphenyl)pyrazin-2-amine). Isolated yield 97.0%. Reaction SMILES: [NH2:1][C:2]1[CH:7]=[N:6][C:5](Br)=[CH:4][N:3]=1.[CH:9]1([C:13]2[CH:18]=[CH:17][C:16](B(O)O)=[C:15]([F:22])[C:14]=2[O:23][CH3:24])[CH2:12][CH2:11][CH2:10]1.C(Cl)Cl.C([O-])([O-])=O.[K+].[K+]>C1C=CC(P(C2C=CC=CC=2)[C-]2C=CC=C2)=CC=1.C1C=CC(P(C2C=CC=CC=2)[C-]2C=CC=C2)=CC=1.Cl[Pd]Cl.[Fe+2]>[CH:9]1([C:13]2[CH:18]=[CH:17][C:16]([C:5]3[N:6]=[CH:7][C:2]([NH2:1])=[N:3][CH:4]=3)=[C:15]([F:22])[C:14]=2[O:23][CH3:24])[CH2:10][CH2:11][CH2:12]1 |f:3.4.5,6.7.8.9|. Procedure details: To a 1000 mL round-bottom flask were added a stir bar, 2-amino-5-bromopyrazine (19.95 g, 115.3 mmol), (4-cyclobutyl-2-fluoro-3-methoxyphenyl)boronic acid (25.0 g, 112 mmol), Pd(dppf)Cl2.CH2Cl2 (5.92 g, 7.28 mmol) and K2CO3 (47.33 g, 343 mmol). The flask was flushed with nitrogen and then charged with sparged toluene (97 mL), sparged water (97 mL) and sparged DMF (61 mL). The reaction vessel was heated at 80° Celsius for 17 hours before cooling to room temperature. The reaction mixture was filter... Reactants: CC(Oc1ccc(-c2nc(-c3cccc4c3ccn4CC(=O)O)no2)cc1C(F)(F)F)C(F)(F)F, [Na+], O=C([O-])O, CN(C)C=O, NCc1ccccn1. The product is CC(Oc1ccc(-c2nc(-c3cccc4c3ccn4CC(=O)NCc3ccccn3)no2)cc1C(F)(F)F)C(F)(F)F. As a reaction SMILES: [F:1][C:2]([c:3]1[cH:4][c:5](-[c:16]2[n:17][c:18](-[c:21]3[c:22]4[cH:23][cH:24][n:25]([CH2:30][C:31](=[O:32])[OH:33])[c:26]4[cH:27][cH:28][cH:29]3)[n:19][o:20]2)[cH:6][cH:7][c:8]1[O:9][CH:10]([C:11]([F:12])([F:13])[F:14])[CH3:15])([F:34])[F:35].[Na+:48].[O-:44][C:45]([OH:46])=[O:47].[O:49]=[CH:50][N:51]([CH3:52])[CH3:53].[n:36]1[c:37]([CH2:42][NH2:43])[cH:38][cH:39][cH:40][cH:41]1>>[F:1][C:2]([c:3]1[cH:4][c:5](-[c:16]2[n:17][c:18](-[c:21]3[c:22]4[cH:23][cH:24][n:25]([CH2:30][C:31](=[O:32])[NH:43][CH2:42][c:37]5[n:36][cH:41][cH:40][cH:39][cH:38]5)[c:26]4[cH:27][cH:28][cH:29]3)[n:19][o:20]2)[cH:6][cH:7][c:8]1[O:9][CH:10]([C:11]([F:12])([F:13])[F:14])[CH3:15])([F:34])[F:35]. The reactants are ClCCl, NC1(C(=O)O)C2CC3CC(C2)CC1C3, COc1cccc(OC)c1-c1cc(C(=O)Cl)nn1-c1cccc2cnccc12, c1ccncc1. Product: COc1cccc(OC)c1-c1cc(C(=O)NC2(C(=O)O)C3CC4CC(C3)CC2C4)nn1-c1cccc2cnccc12. RXN SMILES: [Cl:49][CH2:50][Cl:51].[NH2:1][C:2]1([C:12](=[O:13])[OH:14])[CH:3]2[CH2:4][CH:5]3[CH2:6][CH:7]([CH2:8][CH:9]1[CH2:10]3)[CH2:11]2.[cH:15]1[n:16][cH:17][cH:18][c:19]2[c:20](-[n:25]3[n:26][c:27]([C:40](=[O:41])[Cl:42])[cH:28][c:29]3-[c:30]3[c:31]([O:38][CH3:39])[cH:32][cH:33][cH:34][c:35]3[O:36][CH3:37])[cH:21][cH:22][cH:23][c:24]12.[cH:43]1[cH:44][cH:45][n:46][cH:47][cH:48]1>>[NH:1]([C:2]1([C:12](=[O:13])[OH:14])[CH:3]2[CH2:4][CH:5]3[CH2:6][CH:7]([CH2:8][CH:9]1[CH2:10]3)[CH2:11]2)[C:40]([c:27]1[n:26][n:25](-[c:20]2[c:19]3[cH:18][cH:17][n:16][cH:15][c:24]3[cH:23][cH:22][cH:21]2)[c:29](-[c:30]2[c:31]([O:38][CH3:39])[cH:32][cH:33][cH:34][c:35]2[O:36][CH3:37])[cH:28]1)=[O:41]. Reactants: O=C(O)C=Cc1cccc(Cl)c1, CC(F)(F)c1ccc(Cn2ccc(N)n2)o1. Product: CC(F)(F)c1ccc(Cn2ccc(NC(=O)C=Cc3cccc(Cl)c3)n2)o1. RXN SMILES: [Cl:17][c:18]1[cH:19][c:20]([CH:24]=[CH:25][C:26](=[O:27])[OH:28])[cH:21][cH:22][cH:23]1.[F:1][C:2]([CH3:3])([F:4])[c:5]1[cH:6][cH:7][c:8]([CH2:10][n:11]2[n:12][c:13]([NH2:16])[cH:14][cH:15]2)[o:9]1>>[F:1][C:2]([CH3:3])([F:4])[c:5]1[cH:6][cH:7][c:8]([CH2:10][n:11]2[n:12][c:13]([NH:16][C:26]([CH:25]=[CH:24][c:20]3[cH:19][c:18]([Cl:17])[cH:23][cH:22][cH:21]3)=[O:27])[cH:14][cH:15]2)[o:9]1. Reactants: CC(=O)OC(C)C, [Na+], O=C1Nc2ccccc2CO1, [OH-], O. Product: Nc1ccccc1CO. Reaction SMILES: [C:14]([O:15][CH:16]([CH3:17])[CH3:18])(=[O:19])[CH3:20].[Na+:13].[O:1]=[C:2]1[O:3][CH2:4][c:5]2[c:6]([cH:8][cH:9][cH:10][cH:11]2)[NH:7]1.[OH-:12].[OH2:21]>>[OH:3][CH2:4][c:5]1[c:6]([NH2:7])[cH:8][cH:9][cH:10][cH:11]1.